This data is from the Open Reaction Database (ORD), a public repository of structured organic reaction records. The task is: describe an organic reaction: reactants, conditions, products, and yield Starting materials: CC=1C(C=C(C(C1C)=O)C)=NO (2,3,5-Trimethyl-1,4-benzoquinone-1-mono-oxime), [OH-].[Na+] (sodium hydroxide), S(=O)([O-])S(=O)[O-].[Na+].[Na+] (sodium dithionite). Reaction conditions: time 2 hour. The product is OC1=C(C(=C(N)C=C1C)C)C (4-Hydroxy-2,3,5-trimethylaniline). RXN SMILES: [CH3:1][C:2]1[C:3](=[N:11]O)[CH:4]=[C:5]([CH3:10])[C:6](=[O:9])[C:7]=1[CH3:8].[OH-].[Na+].S(S([O-])=O)([O-])=O.[Na+].[Na+]>>[OH:9][C:6]1[C:5]([CH3:10])=[CH:4][C:3]([NH2:11])=[C:2]([CH3:1])[C:7]=1[CH3:8] |f:1.2,3.4.5|. Procedure: The method of Smith and Schubert, J. Am. Chem. Soc. 1948, 70, 2656, was followed. 2,3,5-Trimethyl-1,4-benzoquinone-1-mono-oxime (50 g, 0.30 mol) was dissolved in aq. sodium hydroxide solution (49.5 g, 1.24 mol of NaOH in 720 mL of water). The resulting intense red solution was cooled in an ice bath and stirred while sodium dithionite (126.1 g, 0.73 mol) was added. The red color faded and a beige precipitate formed. The mixture was stirred for 2 hours and allowed to come to ambient temperature. I... Reactants: acid chloride, C(C)(C)(C)OC(NC1=CC(=CC=C1)CN1N=C(C=C1)NC([C@H](CC1CCCC1)C1=CC(=C(C=C1)S(=O)(=O)C)Cl)=O)=O ((3-{3-[2-(R)-(3-chloro-4-methanesulfonyl-phenyl)-3-cyclopentyl-propionylamino]-pyrazol-1-ylmethyl}-phenyl)-carbamic acid tert-butyl ester), C(C(=O)Cl)(=O)Cl (oxalyl chloride), C(C)(C)OCCN1N=C(C=C1)N (1-(2-isopropoxy-ethyl)-1H-pyrazol-3-ylamine), N1=C(C=CC=C1C)C (2,6-lutidine). Reagents/catalysts: CN(C=O)C (N,N-dimethylformamide). Run in C(Cl)Cl (methylene chloride), C(Cl)Cl (methylene chloride), C(Cl)Cl (methylene chloride), C(Cl)Cl (methylene chloride), C(Cl)Cl (methylene chloride). Conditions: temperature 25 celsius, time 1 hour. Yields the product ClC=1C=C(C=CC1S(=O)(=O)C)[C@H](C(=O)NC1=NN(C=C1)CCOC(C)C)CC1CCCC1 ((R)-2-(3-chloro-4-methanesulfonyl-phenyl)-3-cyclopentyl-N-[1-(2-isopropoxy-ethyl)-1H-pyrazol-3-yl]-propionamide). Yield: 96.8%. RXN SMILES: C(OC(=O)NC1C=CC=[C:10]([CH2:14][N:15]2[CH:19]=[CH:18][C:17]([NH:20][C:21](=[O:40])[C@@H:22]([C:29]3[CH:34]=[CH:33][C:32]([S:35]([CH3:38])(=[O:37])=[O:36])=[C:31]([Cl:39])[CH:30]=3)[CH2:23][CH:24]3[CH2:28][CH2:27][CH2:26][CH2:25]3)=[N:16]2)C=1)(C)(C)C.C(Cl)(=O)C(Cl)=O.[CH:48]([O:51]CCN1C=CC(N)=N1)([CH3:50])[CH3:49].N1C(C)=CC=CC=1C>C(Cl)Cl.CN(C)C=O>[Cl:39][C:31]1[CH:30]=[C:29]([C@@H:22]([CH2:23][CH:24]2[CH2:28][CH2:27][CH2:26][CH2:25]2)[C:21]([NH:20][C:17]2[CH:18]=[CH:19][N:15]([CH2:14][CH2:10][O:51][CH:48]([CH3:50])[CH3:49])[N:16]=2)=[O:40])[CH:34]=[CH:33][C:32]=1[S:35]([CH3:38])(=[O:36])=[O:37]. Procedure details: A solution of 2(R)-(3-chloro-4-methanesulfonyl-phenyl)-3-cyclopentyl-propionic acid (prepared as in PCT WO 2004/052869 A1, Example 1, 120 mg, 0.36 mmol) was dissolved in methylene chloride (5 mL) and N,N-dimethylformamide (one drop) and cooled to 0° C. To this solution was added dropwise a solution of oxalyl chloride in methylene chloride (2 M solution, 210 μL, 0.42 mmol) which produced gas evolution and it was then allowed to warm to 25° C. and stirred 1 h at 25° C. After this time, the reactio... The reactants are CON=C1C(OC2=C1C=CC=C2)=NOCCO (benzofuran-2,3-dione 2-[O-(2-hydroxy-ethyl)-oxime] 3-(O-methyl-oxime)). Solvent: C(C)OCC (diethyl ether), Cl (hydrogen chloride). Reaction conditions: time 30 minute. The product is CO\N=C(/C1=C(C=CC=C1)O)\C1=NOCCO1 (E-(5,6-dihydro-1,4,2-dioxazin-3-yl)-(2-hydroxy-phenyl)-methanone O-methyl-oxime). The yield is 70.7%. RXN SMILES: [CH3:1][O:2][N:3]=[C:4]1[C:8]2[CH:9]=[CH:10][CH:11]=[CH:12][C:7]=2[O:6][C:5]1=[N:13][O:14][CH2:15][CH2:16][OH:17]>C(OCC)C.Cl>[CH3:1][O:2]/[N:3]=[C:4](/[C:5]1[O:17][CH2:16][CH2:15][O:14][N:13]=1)\[C:8]1[CH:9]=[CH:10][CH:11]=[CH:12][C:7]=1[OH:6]. Procedure: 2 g of benzofuran-2,3-dione 2-[O-(2-hydroxy-ethyl)-oxime] 3-(O-methyl-oxime) (II-1) (content according to HPLC analysis 96.88%, 0.0082 mol) prepared by the method of process e) are dissolved in 50 ml of diethyl ether saturated beforehand with hydrogen chloride gas at 0° C. Without further cooling, the mixture is stirred for 30 minutes, the solvent is then distilled off under reduced pressure and the residue is taken up once more in diethyl ether. Some of the product crystallizes out and is filte... Reactants: CCN(c1nc(C)cc(C(=O)O)n1)c1ccc(C(C)C)cc1Br, C1CCOC1, [Li]C, CCOC(C)=O. Product: CCN(c1nc(C)cc(C(C)=O)n1)c1ccc(C(C)C)cc1Br. Reaction SMILES: [Br:1][c:2]1[c:3]([N:11]([c:12]2[n:13][c:14]([CH3:21])[cH:15][c:16]([C:18](=[O:19])[OH:20])[n:17]2)[CH2:22][CH3:23])[cH:4][cH:5][c:6]([CH:8]([CH3:9])[CH3:10])[cH:7]1.[CH2:32]1[O:33][CH2:34][CH2:35][CH2:36]1.[CH3:24][Li:25].[CH3:26][CH2:27][O:28][C:29](=[O:30])[CH3:31]>>[Br:1][c:2]1[c:3]([N:11]([c:12]2[n:13][c:14]([CH3:21])[cH:15][c:16]([C:18](=[O:20])[CH3:26])[n:17]2)[CH2:22][CH3:23])[cH:4][cH:5][c:6]([CH:8]([CH3:9])[CH3:10])[cH:7]1. Starting materials: FC1=CC=C(CNC(C2=CC=C(C=C2)S(=O)(=O)N2C=C(C3=CC=CC=C23)I)=O)C=C1 (N-(4-fluoro-benzyl)-4-(3-iodo-indole-1-sulfonyl)-benzamide), C1(CC1)B(O)O (cyclopropylboronic acid), C1(CCCCC1)P(C1CCCCC1)C1CCCCC1 (tricyclohexylphosphine), P(=O)([O-])([O-])[O-].[K+].[K+].[K+] (potassium phosphate). The reagents and catalysts are C(C)(=O)[O-].[Pd+2].C(C)(=O)[O-] (palladium acetate). Solvent: C1(=CC=CC=C1)C (toluene), O (water). Reaction conditions: temperature 100 celsius. The product is C1(CC1)C1=CN(C2=CC=CC=C12)S(=O)(=O)C1=CC=C(C(=O)NCC2=CC=C(C=C2)F)C=C1 (4-(3-Cyclopropyl-indole-1-sulfonyl)-N-(4-fluoro-benzyl)-benzamide). Isolated yield 59.3%. Reaction SMILES: [F:1][C:2]1[CH:30]=[CH:29][C:5]([CH2:6][NH:7][C:8](=[O:28])[C:9]2[CH:14]=[CH:13][C:12]([S:15]([N:18]3[C:26]4[C:21](=[CH:22][CH:23]=[CH:24][CH:25]=4)[C:20](I)=[CH:19]3)(=[O:17])=[O:16])=[CH:11][CH:10]=2)=[CH:4][CH:3]=1.[CH:31]1(B(O)O)[CH2:33][CH2:32]1.C1(P(C2CCCCC2)C2CCCCC2)CCCCC1.P([O-])([O-])([O-])=O.[K+].[K+].[K+]>C1(C)C=CC=CC=1.O.C([O-])(=O)C.[Pd+2].C([O-])(=O)C>[CH:31]1([C:20]2[C:21]3[C:26](=[CH:25][CH:24]=[CH:23][CH:22]=3)[N:18]([S:15]([C:12]3[CH:13]=[CH:14][C:9]([C:8]([NH:7][CH2:6][C:5]4[CH:29]=[CH:30][C:2]([F:1])=[CH:3][CH:4]=4)=[O:28])=[CH:10][CH:11]=3)(=[O:17])=[O:16])[CH:19]=2)[CH2:33][CH2:32]1 |f:3.4.5.6,9.10.11|. Procedure: Combine N-(4-fluoro-benzyl)-4-(3-iodo-indole-1-sulfonyl)-benzamide (0.50 g, 0.94 mmol), cyclopropylboronic acid (0.24 g, 2.8 mmol), tricyclohexylphosphine (0.05 g, 0.18 mmol), potassium phosphate (0.70 g, 3.30 mmol), and palladium acetate (0.02 g, 0.09 mmol) in a mixture of toluene (15 mL) and water (0.4 mL). Heat to 100° C. under nitrogen for 18 hours, filter through celite, and wash solids with EtOAc. Wash EtOAc with saturated NaHCO3 (30 mL), then dry with Na2SO4, and concentrate under vacuum....